Dataset: the Open Reaction Database (ORD), a public repository of structured organic reaction records. Task: describe an organic reaction: reactants, conditions, products, and yield The reactants are CC1CC2=C(CN1)N=NN2C2=NC=CC=C2 (6-methyl-1-(pyridin-2-yl)-4,5,6,7-tetrahydro-1H-[1,2,3]triazolo[4,5-c]pyridine), ClC1=C(C(=O)O)C=CC=C1Cl (2,3 dichlorobenzoic acid). Product: ClC1=C(C=CC=C1Cl)C(=O)N1CC2=C(CC1C)N(N=N2)C2=NC=CC=C2 (5-[(2,3-Dichlorophenyl)carbonyl]-6-methyl-1-pyridin-2-yl-4,5,6,7-tetrahydro-1H-[1,2,3]triazolo[4,5-c]pyridine). As a reaction SMILES: [CH3:1][CH:2]1[NH:7][CH2:6][C:5]2[N:8]=[N:9][N:10]([C:11]3[CH:16]=[CH:15][CH:14]=[CH:13][N:12]=3)[C:4]=2[CH2:3]1.[Cl:17][C:18]1[C:26]([Cl:27])=[CH:25][CH:24]=[CH:23][C:19]=1[C:20](O)=[O:21]>>[Cl:17][C:18]1[C:26]([Cl:27])=[CH:25][CH:24]=[CH:23][C:19]=1[C:20]([N:7]1[CH:2]([CH3:1])[CH2:3][C:4]2[N:10]([C:11]3[CH:16]=[CH:15][CH:14]=[CH:13][N:12]=3)[N:9]=[N:8][C:5]=2[CH2:6]1)=[O:21]. Procedure details: Example 120 was prepared from 6-methyl-1-(pyridin-2-yl)-4,5,6,7-tetrahydro-1H-[1,2,3]triazolo[4,5-c]pyridine and 2,3 dichlorobenzoic acid using the conditions described in Example 65. MS (ESI) mass calcd. C18H15Cl2N5O, 387.07. m/z found, 388.1 [M+H]+. Reactants: COC1=C(NC=C1)\C=C\1/C(NC2=CC=C(C(=C12)C#CC=1C=NC=CC1)[N+](=O)[O-])=O ((Z)-1,3-dihydro-3-[(3-methoxy-1H-pyrrol-2-yl)methylene]-5-nitro-4-[(3-pyridinyl)ethynyl]-2H-indol-2-one), [NH4+].[Cl-] (NH4Cl), CN(C)C=O (DMF). The reagents and catalysts are [Zn] (Zn). The solvent is O (water), CO (methanol). Reaction conditions: temperature 90 celsius. Product: NC=1C(=C2/C(/C(NC2=CC1)=O)=C/C=1NC=CC1OC)C#CC=1C=NC=CC1 ((Z)-5-amino-1,3-dihydro-3-[(3-methoxy-1H-pyrrol-2-yl)methylene]-4-[(3-pyridinyl)ethynyl]-2H-indol-2-one). Reaction SMILES: [CH3:1][O:2][C:3]1[CH:7]=[CH:6][NH:5][C:4]=1/[CH:8]=[C:9]1\[C:10](=[O:29])[NH:11][C:12]2[C:17]\1=[C:16]([C:18]#[C:19][C:20]1[CH:21]=[N:22][CH:23]=[CH:24][CH:25]=1)[C:15]([N+:26]([O-])=O)=[CH:14][CH:13]=2.[NH4+].[Cl-].CN(C=O)C>O.CO.[Zn]>[NH2:26][C:15]1[C:16]([C:18]#[C:19][C:20]2[CH:21]=[N:22][CH:23]=[CH:24][CH:25]=2)=[C:17]2[C:12](=[CH:13][CH:14]=1)[NH:11][C:10](=[O:29])/[C:9]/2=[CH:8]\[C:4]1[NH:5][CH:6]=[CH:7][C:3]=1[O:2][CH3:1] |f:1.2|. Procedure: Using Method L above, (Z)-1,3-dihydro-3-[(3-methoxy-1H-pyrrol-2-yl)methylene]-5-nitro-4-[(3-pyridinyl)ethynyl]-2H-indol-2-one (0.1 g, 0.26 mmol) (from Example 68 above) was reduced with Zn (0.15 g, 2.33 mmol) and NH4Cl (30.6 mg, 0.57 mmol) in 10% water in methanol (10 mL) with a trace of DMF and heating at 90° C. for 5 h, to yield (Z)-5-amino-1,3-dihydro-3-[(3-methoxy-1H-pyrrol-2-yl)methylene]-4-[(3-pyridinyl)ethynyl]-2H-indol-2-one. (Yield 28 mg, 30%). Reactants: NC1=NC(=O)CN1C(=O)OCc1ccccc1, CCOC(C)=O, CC#N, Fc1ccc(CBr)c(Cl)c1, [K+], [K+], O=C([O-])[O-]. Product: O=C1CN(C(=O)OCc2ccccc2)C(NCc2ccc(F)cc2Cl)=N1. As a reaction SMILES: [CH2:1]([c:2]1[cH:3][cH:4][cH:5][cH:6][cH:7]1)[O:8][C:9](=[O:10])[N:11]1[C:12]([NH2:17])=[N:13][C:14](=[O:16])[CH2:15]1.[CH3:34][CH2:35][O:36][C:37]([CH3:38])=[O:39].[CH3:40][C:41]#[N:42].[Cl:18][c:19]1[c:20]([CH2:21][Br:22])[cH:23][cH:24][c:25]([F:27])[cH:26]1.[K+:28].[K+:29].[O-:30][C:31]([O-:32])=[O:33]>>[CH2:1]([c:2]1[cH:3][cH:4][cH:5][cH:6][cH:7]1)[O:8][C:9](=[O:10])[N:11]1[C:12]([NH:17][CH2:21][c:20]2[c:19]([Cl:18])[cH:26][c:25]([F:27])[cH:24][cH:23]2)=[N:13][C:14](=[O:16])[CH2:15]1. Starting materials: C=CCc1c(O)ccc2c1c1cc3c(C(=O)OCC)nccc3c(C)c1n2C, CCO. The product is CCCc1c(O)ccc2c1c1cc3c(C(=O)OCC)nccc3c(C)c1n2C. Reaction SMILES: [CH2:1]([CH3:2])[O:3][C:4](=[O:5])[c:6]1[n:7][cH:8][cH:9][c:10]2[c:11]([CH3:28])[c:12]3[n:13]([CH3:27])[c:14]4[cH:15][cH:16][c:17]([OH:26])[c:18]([CH2:23][CH:24]=[CH2:25])[c:19]4[c:20]3[cH:21][c:22]12.[CH3:29][CH2:30][OH:31]>>[CH2:1]([CH3:2])[O:3][C:4](=[O:5])[c:6]1[n:7][cH:8][cH:9][c:10]2[c:11]([CH3:28])[c:12]3[n:13]([CH3:27])[c:14]4[cH:15][cH:16][c:17]([OH:26])[c:18]([CH2:23][CH2:24][CH3:25])[c:19]4[c:20]3[cH:21][c:22]12. Starting materials: Cl (hydrochloric acid), C(C)(C)(C)OC(=O)N1CC(N(CC1)CCCC1=CC=CC=C1)=O (4-tert-butoxycarbonyl-1-(3-phenylpropan-1-yl)-2-oxopiperazine), [OH-].[Na+] (sodium hydroxide). Run at time 1 hour. Product: C1(=CC=CC=C1)CCCN1C(CNCC1)=O (1-(3-phenylpropan-1-yl)-2-oxopiperazine). The yield is 94.3%. As a reaction SMILES: Cl.C(OC([N:9]1[CH2:14][CH2:13][N:12]([CH2:15][CH2:16][CH2:17][C:18]2[CH:23]=[CH:22][CH:21]=[CH:20][CH:19]=2)[C:11](=[O:24])[CH2:10]1)=O)(C)(C)C.[OH-].[Na+]>>[C:18]1([CH2:17][CH2:16][CH2:15][N:12]2[CH2:13][CH2:14][NH:9][CH2:10][C:11]2=[O:24])[CH:23]=[CH:22][CH:21]=[CH:20][CH:19]=1 |f:2.3|. Reported procedure: Concentrated hydrochloric acid (4.2 ml) was added to 4-tert-butoxycarbonyl-1-(3-phenylpropan-1-yl)-2-oxopiperazine (3.85 g, 12.1 mmol) at room temperature and the mixture was stirred at room temperature for 1 hour. The reaction mixture was basified with 8N-sodium hydroxide and extracted with ethyl acetate. The extract was washed with brine, dried over MgSO4 and concentrated in vacuo to give 1-(3-phenylpropan-1-yl)-2-oxopiperazine as a colorless oil (2.49 g, 94%).